Dataset: the Open Reaction Database (ORD), a public repository of structured organic reaction records. Task: describe an organic reaction: reactants, conditions, products, and yield Reactants: CC1(C(N(C2=CC=CC=C12)CCCN1CCC2(C(N(CN2C2=CC=CC=C2)CC2=C(C(=O)OC(C)(C)C)C=CC=C2)=O)CC1)=O)C (tert-butyl 2-((8-(3-(3,3-dimethyl-2-oxoindolin-1-yl)propyl)-4-oxo-1-phenyl-1,3,8-triazaspiro[4.5]decan-3-yl)methyl)benzoate), solution, Cl (HCl). Solvent: O1CCOCC1 (dioxane), C(C)[SiH](CC)CC (triethylsilane). Reaction conditions: time 4 hour. The product is CC1(C(N(C2=CC=CC=C12)CCCN1CCC2(C(N(CN2C2=CC=CC=C2)CC2=C(C(=O)O)C=CC=C2)=O)CC1)=O)C (2-((8-(3-(3,3-Dimethyl-2-oxoindolin-1-yl)propyl)-4-oxo-1-phenyl-1,3,8-triazaspiro[4.5]decan-3-yl)methyl)benzoic acid), hydrochloride salt. Reaction SMILES: [CH3:1][C:2]1([CH3:46])[C:10]2[C:5](=[CH:6][CH:7]=[CH:8][CH:9]=2)[N:4]([CH2:11][CH2:12][CH2:13][N:14]2[CH2:44][CH2:43][C:17]3([N:21]([C:22]4[CH:27]=[CH:26][CH:25]=[CH:24][CH:23]=4)[CH2:20][N:19]([CH2:28][C:29]4[CH:41]=[CH:40][CH:39]=[CH:38][C:30]=4[C:31]([O:33]C(C)(C)C)=[O:32])[C:18]3=[O:42])[CH2:16][CH2:15]2)[C:3]1=[O:45].Cl>O1CCOCC1.C([SiH](CC)CC)C>[CH3:1][C:2]1([CH3:46])[C:10]2[C:5](=[CH:6][CH:7]=[CH:8][CH:9]=2)[N:4]([CH2:11][CH2:12][CH2:13][N:14]2[CH2:44][CH2:43][C:17]3([N:21]([C:22]4[CH:27]=[CH:26][CH:25]=[CH:24][CH:23]=4)[CH2:20][N:19]([CH2:28][C:29]4[CH:41]=[CH:40][CH:39]=[CH:38][C:30]=4[C:31]([OH:33])=[O:32])[C:18]3=[O:42])[CH2:16][CH2:15]2)[C:3]1=[O:45]. Reported procedure: To tert-butyl 2-((8-(3-(3,3-dimethyl-2-oxoindolin-1-yl)propyl)-4-oxo-1-phenyl-1,3,8-triazaspiro[4.5]decan-3-yl)methyl)benzoate (0.17 g, 0.27 mmol) was added 4M solution of HCl in dioxane (3 mL) and triethylsilane (0.1 mL). After stirring at room temperature for 4 hours, the reaction mixture was concentrated in vacuo, washed with acetonitrile and lyophilized in acetonitrile/water (1:1) to obtain the title compound as a hydrochloride salt (0.8 g); 1H NMR (DMSO-d6): δ 1.28 (s, 6H), 1.98 (d, 2H, J=1... Procedure: A solution of 0.15 g of (R)-1-O-[(2-bromoethoxy)carbonyl]-2-O-(methylcarbamoyl)-3-O-octadecylglycerine in 5 ml of pyridine is heated at 60° C. for 20 hours. The solution is evaporated and the residue is treated with toluene by azeotropic distillation. The residue is recrystallized from acetone. There is obtained 1-[2-[[[(R)-2-[(methylcarbamoyl)oxy]-3-(octadecyloxy)propoxy]carbonyl]oxy]ethyl]pyridinium bromide of melting point 94° C. (dec.). RXN SMILES: [Br:1][CH2:2][CH2:3][O:4][C:5]([O:7][CH2:8][C@@H:9]([CH2:15][O:16][CH2:17][CH2:18][CH2:19][CH2:20][CH2:21][CH2:22][CH2:23][CH2:24][CH2:25][CH2:26][CH2:27][CH2:28][CH2:29][CH2:30][CH2:31][CH2:32][CH2:33][CH3:34])[O:10][C:11](=[O:14])[NH:12][CH3:13])=[O:6].[N:35]1[CH:40]=[CH:39][CH:38]=[CH:37][CH:36]=1>>[Br-:1].[CH3:13][NH:12][C:11]([O:10][C@H:9]([CH2:15][O:16][CH2:17][CH2:18][CH2:19][CH2:20][CH2:21][CH2:22][CH2:23][CH2:24][CH2:25][CH2:26][CH2:27][CH2:28][CH2:29][CH2:30][CH2:31][CH2:32][CH2:33][CH3:34])[CH2:8][O:7][C:5]([O:4][CH2:3][CH2:2][N+:35]1[CH:40]=[CH:39][CH:38]=[CH:37][CH:36]=1)=[O:6])=[O:14] |f:2.3|. Yields the product [Br-].CNC(=O)O[C@@H](COC(=O)OCC[N+]1=CC=CC=C1)COCCCCCCCCCCCCCCCCCC (1-[2-[[[(R)-2-[(methylcarbamoyl)oxy]-3-(octadecyloxy)propoxy]carbonyl]oxy]ethyl]pyridinium bromide). Starting materials: BrCCOC(=O)OC[C@H](OC(NC)=O)COCCCCCCCCCCCCCCCCCC ((R)-1-O-[(2-bromoethoxy)carbonyl]-2-O-(methylcarbamoyl)-3-O-octadecylglycerine), N1=CC=CC=C1 (pyridine). Reactants: C[C@H]1OC1 ((2R)-2-methyloxirane), CNCC=C (N-methylprop-2-en-1-amine), FC(S(=O)(=O)[O-])(F)F.[Yb+3].FC(S(=O)(=O)[O-])(F)F.FC(S(=O)(=O)[O-])(F)F (ytterbium(III) trifluoromethanesulfonate). The solvent is O1CCOCC1 (dioxane). Reaction conditions: temperature 140 celsius. Product: C(C=C)N(C[C@@H](C)O)C ((2R)-1-[allyl(methyl)amino]propan-2-ol). The yield is 29.0%. As a reaction SMILES: [CH3:1][C@@H:2]1[CH2:4][O:3]1.[CH3:5][NH:6][CH2:7][CH:8]=[CH2:9].FC(F)(F)S([O-])(=O)=O.[Yb+3].FC(F)(F)S([O-])(=O)=O.FC(F)(F)S([O-])(=O)=O>O1CCOCC1>[CH2:7]([N:6]([CH3:5])[CH2:4][C@H:2]([OH:3])[CH3:1])[CH:8]=[CH2:9] |f:2.3.4.5|. Reported procedure: (2R)-2-methyloxirane (13.76 g) was added to a suspension of N-methylprop-2-en-1-amine (25 ml) and ytterbium(III) trifluoromethanesulfonate (100 mg) in dioxane (100 ml) and heated to 140° C. for 1 hour under microwave irradiation. The solution was concentrated in vacuo and the residue partitioned between water (100 ml) and ethyl acetate (200 ml). The organic extract was dried and solvent removed in vacuo yielding (2R)-1-[allyl(methyl)amino]propan-2-ol as a yellow oil (8.8 g, 29%); NMR spectrum (C... The reactants are O=C(CCl)Nc1ccc(Br)cc1, C1CCNC1, C1CCOC1. The product is O=C(CN1CCCC1)Nc1ccc(Br)cc1. As a reaction SMILES: [Br:1][c:2]1[cH:3][cH:4][c:5]([NH:8][C:9]([CH2:10][Cl:11])=[O:12])[cH:6][cH:7]1.[CH2:13]1[CH2:14][CH2:15][NH:16][CH2:17]1.[CH2:18]1[O:19][CH2:20][CH2:21][CH2:22]1>>[Br:1][c:2]1[cH:3][cH:4][c:5]([NH:8][C:9]([CH2:10][N:16]2[CH2:15][CH2:14][CH2:13][CH2:17]2)=[O:12])[cH:6][cH:7]1. Starting materials: BrC1=CC(=C(N)C=C1)[N+](=O)[O-] (4-bromo-2-nitroaniline), C(C)C1(CCN(CC1)C1=NC=C(C=N1)B1OC(C(O1)(C)C)(C)C)C(=O)OCC (ethyl 4-ethyl-1-(5-(4,4,5,5-tetramethyl-1,3,2-dioxaborolan-2-yl)pyrimidin-2-yl)piperidine-4-carboxylate), P(=O)([O-])([O-])[O-].[K+].[K+].[K+] (potassium phosphate). The solvent is O1CCOCC1 (1,4-dioxane), CO (MeOH). The product is NC1=C(C=C(C=C1)C=1C=NC(=NC1)N1CCC(CC1)(C(=O)OCC)CC)[N+](=O)[O-] (Ethyl 1-(5-(4-amino-3-nitrophenyl)pyrimidin-2-yl)-4-ethylpiperidine-4-carboxylate). Reaction SMILES: Br[C:2]1[CH:8]=[CH:7][C:5]([NH2:6])=[C:4]([N+:9]([O-:11])=[O:10])[CH:3]=1.[CH2:12]([C:14]1([C:35]([O:37][CH2:38][CH3:39])=[O:36])[CH2:19][CH2:18][N:17]([C:20]2[N:25]=[CH:24][C:23](B3OC(C)(C)C(C)(C)O3)=[CH:22][N:21]=2)[CH2:16][CH2:15]1)[CH3:13].P([O-])([O-])([O-])=O.[K+].[K+].[K+]>O1CCOCC1.CO>[NH2:6][C:5]1[CH:7]=[CH:8][C:2]([C:23]2[CH:22]=[N:21][C:20]([N:17]3[CH2:18][CH2:19][C:14]([CH2:12][CH3:13])([C:35]([O:37][CH2:38][CH3:39])=[O:36])[CH2:15][CH2:16]3)=[N:25][CH:24]=2)=[CH:3][C:4]=1[N+:9]([O-:11])=[O:10] |f:2.3.4.5|. Reported procedure: To a solution of 4-bromo-2-nitroaniline (10.0 g, 46.07 mmol) in 1,4-dioxane (240 mL) and MeOH (140 mL) was added ethyl 4-ethyl-1-(5-(4,4,5,5-tetramethyl-1,3,2-dioxaborolan-2-yl)pyrimidin-2-yl)piperidine-4-carboxylate (21.59 g, 55.28 mmol) and potassium phosphate (14.69 g, 69.10 mmol) and the mixture degassed by purging N2 for 15 min The product is OCC1=C(C=CC(=C1)OC)CO ((2-Hydroxymethyl-4-methoxy-phenyl)-methanol). The reactants are [AlH4-].[Li+] (Lithium tetrahydroaluminate), O1CCCC1 (Tetrahydrofuran), COC(C=1C(C(=O)OC)=CC(=CC1)OC)=O (4-Methoxy-phthalic acid dimethyl ester), O1CCCC1 (Tetrahydrofuran). Yield: 97.0%. Run at temperature 0 celsius, time 1 hour. As a reaction SMILES: [AlH4-].[Li+].O1CCCC1.C[O:9][C:10](=O)[C:11]1[C:12](=[CH:17][C:18]([O:21][CH3:22])=[CH:19][CH:20]=1)[C:13](OC)=[O:14]>>[OH:14][CH2:13][C:12]1[CH:17]=[C:18]([O:21][CH3:22])[CH:19]=[CH:20][C:11]=1[CH2:10][OH:9] |f:0.1|. Procedure details: To a stirred suspension of Lithium tetrahydroaluminate (16.6 g, 0.436 mol) in Tetrahydrofuran (300 mL, 4 mol) at 0° C. under nitrogen was added dropwise a solution of 4-Methoxy-phthalic acid dimethyl ester (24.46 g, 0.1091 mol) in Tetrahydrofuran (100 mL, 1 mol). The reaction was stirred at 0° C. for 1 h then warmed to room temperature overnight. HPLC indicated no starting material present. Reaction was recooled at 0° C. and quenched with addition of water (125 mL) carefully dropwise, 1 N NaOH (... Reactants: ClC1=NC=NC(=C1)C1=CC=C(C=C1)Cl (4-chloro-6-(4-chlorophenyl)pyrimidine), NN (H2NNH2). Solvent: C1CCOC1 (THF). Conditions: temperature 60 celsius, time 20 minute. The product is ClC1=CC=C(C=C1)C1=NC=NC(=C1)NN (4-(4-chlorophenyl)-6-hydrazinylpyrimidine). The yield is 67.3%. Reaction SMILES: Cl[C:2]1[CH:7]=[C:6]([C:8]2[CH:13]=[CH:12][C:11]([Cl:14])=[CH:10][CH:9]=2)[N:5]=[CH:4][N:3]=1.[NH2:15][NH2:16]>C1COCC1>[Cl:14][C:11]1[CH:12]=[CH:13][C:8]([C:6]2[CH:7]=[C:2]([NH:15][NH2:16])[N:3]=[CH:4][N:5]=2)=[CH:9][CH:10]=1. Reported procedure: To a stirred solution of 4-chloro-6-(4-chlorophenyl)pyrimidine (1.25 g, 5.6 mmol) in THF (10 mL) at room temperature under argon was added H2NNH2 (538 mg, 16.8 mmol). The reaction mixture was heated at 60° C. under argon for 2 h. Analysis by HPLC/MS indicated that the reaction was complete. About three fourths of the solvent was evaporated and Et2O (5 mL) was added to the resulting suspension. After stirring at room temperature for 20 min, solid was collected by filtration and further washed wit...